Dataset: the Open Reaction Database (ORD), a public repository of structured organic reaction records. Task: describe an organic reaction: reactants, conditions, products, and yield Reactants: CO, COC(=O)c1ccc(C=C2SC(=O)NC2=O)cc1. The product is COC(=O)c1ccc(CC2SC(=O)NC2=O)cc1. As a reaction SMILES: [CH3:19][OH:20].[CH3:1][O:2][C:3]([c:4]1[cH:5][cH:6][c:7]([CH:10]=[C:11]2[C:12](=[O:17])[NH:13][C:14](=[O:16])[S:15]2)[cH:8][cH:9]1)=[O:18]>>[CH3:1][O:2][C:3]([c:4]1[cH:5][cH:6][c:7]([CH2:10][CH:11]2[C:12](=[O:17])[NH:13][C:14](=[O:16])[S:15]2)[cH:8][cH:9]1)=[O:18]. Reactants: COC(=O)c1ccc(C=O)cc1, CC(C)[Mg+], [Cl-]. The product is COC(=O)c1ccc(C(O)C(C)C)cc1. As a reaction SMILES: [CH3:1][O:2][C:3]([c:4]1[cH:5][cH:6][c:7]([CH:10]=[O:11])[cH:8][cH:9]1)=[O:12].[CH:14]([CH3:15])([CH3:16])[Mg+:17].[Cl-:13]>>[CH3:1][O:2][C:3]([c:4]1[cH:5][cH:6][c:7]([CH:10]([OH:11])[CH:14]([CH3:15])[CH3:16])[cH:8][cH:9]1)=[O:12]. Reaction SMILES: [N:1]1[S:5][N:4]=[C:3]2[C:6]([NH2:10])=[CH:7][CH:8]=[CH:9][C:2]=12.[CH3:11][N:12]([CH3:26])[C:13]1([C:20]2[CH:25]=[CH:24][CH:23]=[CH:22][CH:21]=2)[CH2:18][CH2:17][C:16](=O)[CH2:15][CH2:14]1.C(O)(=O)C.C(O[BH-](OC(=O)C)OC(=O)C)(=O)C.[Na+].[Cl:45]CCCl>>[N:1]1[S:5][N:4]=[C:3]2[C:6]([NH:10][CH:16]3[CH2:15][CH2:14][C:13]([C:20]4[CH:21]=[CH:22][CH:23]=[CH:24][CH:25]=4)([N:12]([CH3:26])[CH3:11])[CH2:18][CH2:17]3)=[CH:7][CH:8]=[CH:9][C:2]=12.[ClH:45].[ClH:45].[N:1]1[S:5][N:4]=[C:3]2[C:6]([NH:10][CH:16]3[CH2:15][CH2:14][C:13]([C:20]4[CH:21]=[CH:22][CH:23]=[CH:24][CH:25]=4)([N:12]([CH3:26])[CH3:11])[CH2:18][CH2:17]3)=[CH:7][CH:8]=[CH:9][C:2]=12 |f:3.4,7.8.9|. Reaction conditions: time 24 hour. Reported procedure: 302 mg Benzo[1,2,5]thiadiazol-4-ylamine and 435 mg 4-dimethylamino-4-phenyl-cyclohexanone were dissolved in dry 1,2-dichloroethane (20 ml) under argon. Glacial acetic acid (2 mmol) and 600 mg sodium triacetoxyborohydride were added to this mixture and the mixture was stirred for 24 hours at RT. For working up, the reaction mixture was concentrated and the residue was adjusted to pH 11 with five molar sodium hydroxide solution. The alkaline phase was diluted with water (10 ml) and extracted with ... Yields the product N1=C2C(=NS1)C(=CC=C2)NC2CCC(CC2)(N(C)C)C2=CC=CC=C2 (N′-benzo[1,2,5]thiadiazol-4-yl-N,N-dimethyl-1-phenyl-cyclohexane-1,4-diamine), Cl.Cl.N1=C2C(=NS1)C(=CC=C2)NC2CCC(CC2)(N(C)C)C2=CC=CC=C2 (N′-Benzo[1,2,5]thiadiazol-4-yl-N,N-dimethyl-1-phenyl-cyclohexane-1,4-diamine dihydrochloride). Starting materials: C(C)(=O)O (acetic acid), C(C)(=O)O[BH-](OC(C)=O)OC(C)=O.[Na+] (sodium triacetoxyborohydride), N1=C2C(=NS1)C(=CC=C2)N (Benzo[1,2,5]thiadiazol-4-ylamine), CN(C1(CCC(CC1)=O)C1=CC=CC=C1)C (4-dimethylamino-4-phenyl-cyclohexanone), ClCCCl (1,2-dichloroethane).